This data is from the Open Reaction Database (ORD), a public repository of structured organic reaction records. The task is: describe an organic reaction: reactants, conditions, products, and yield The reactants are C1(CC(CCC1)=O)=O (1,3-Cyclohexanedione), Cl.C1(=CC=CC=C1)COC1=CC=C(C=C1)NN ([4-(Phenylmethoxy)phenyl]hydrazine hydrochloride). Run in C(C)O (ethanol), O (water), O (water). Product: C1(=CC=CC=C1)COC=1C=C2C=3C(CCCC3NC2=CC1)=O (1,2,3,9-Tetrahydro-6-(phenylmethoxy)-4H-carbazol-4-one). The yield is 38.4%. Reaction SMILES: [C:1]1(=[O:8])[CH2:6][CH2:5][CH2:4][C:3](=O)[CH2:2]1.Cl.[C:10]1([CH2:16][O:17][C:18]2[CH:23]=[CH:22][C:21]([NH:24]N)=[CH:20][CH:19]=2)[CH:15]=[CH:14][CH:13]=[CH:12][CH:11]=1>C(O)C.O>[C:10]1([CH2:16][O:17][C:18]2[CH:19]=[C:20]3[C:21](=[CH:22][CH:23]=2)[NH:24][C:3]2[CH2:4][CH2:5][CH2:6][C:1](=[O:8])[C:2]3=2)[CH:11]=[CH:12][CH:13]=[CH:14][CH:15]=1 |f:1.2|. Procedure details: 1,3-Cyclohexanedione (3.1 g) and the product of Stage (i) (5.6 g) in ethanol (196 ml) and water (39 ml) was stirred at room temperature for 3 h and then heated to reflux for 14 h. The resulting solution was allowed to cool, poured into water (500 ml) and the precipitate filtered and washed with isopropyl acetate and ether to give a solid. Recrystallisation from methanol gave the title compound as a solid (2.5 g) m.p. 235°-237°. RXN SMILES: [CH3:39][CH2:40][N:41]=[C:42]=[N:43][CH2:44][CH2:45][CH2:46][N:47]([CH3:48])[CH3:49].[CH3:53][c:54]1[c:55]([NH:61][CH:62]2[CH2:63][CH2:64][NH:65][CH2:66][CH2:67]2)[cH:56][cH:57][c:58]([CH3:60])[cH:59]1.[CH:20]([N:21]([CH2:22][CH3:23])[CH:24]([CH3:25])[CH3:26])([CH3:27])[CH3:28].[ClH:50].[ClH:51].[ClH:52].[O:68]=[CH:69][N:70]([CH3:71])[CH3:72].[OH2:73].[OH:29][n:30]1[c:31]2[c:32]([cH:33][cH:34][cH:35][cH:36]2)[n:37][n:38]1.[c:1]1(-[c:14]2[cH:15][cH:16][cH:17][cH:18][cH:19]2)[cH:2][cH:3][c:4]([NH:7][C:8]([CH2:9][C:10](=[O:11])[OH:12])=[O:13])[cH:5][cH:6]1>>[c:1]1(-[c:14]2[cH:15][cH:16][cH:17][cH:18][cH:19]2)[cH:2][cH:3][c:4]([NH:7][C:8]([CH2:9][C:10](=[O:12])[N:65]2[CH2:64][CH2:63][CH:62]([NH:61][c:55]3[c:54]([CH3:53])[cH:59][c:58]([CH3:60])[cH:57][cH:56]3)[CH2:67][CH2:66]2)=[O:13])[cH:5][cH:6]1. Reactants: CCN=C=NCCCN(C)C, Cc1ccc(NC2CCNCC2)c(C)c1, CCN(C(C)C)C(C)C, Cl, Cl, Cl, CN(C)C=O, O, On1nnc2ccccc21, O=C(O)CC(=O)Nc1ccc(-c2ccccc2)cc1. Product: Cc1ccc(NC2CCN(C(=O)CC(=O)Nc3ccc(-c4ccccc4)cc3)CC2)c(C)c1. As a reaction SMILES: [CH3:26][OH:27].[ClH:19].[O:20]1[CH2:21][CH2:22][O:23][CH2:24][CH2:25]1.[OH:1][C:2]1([C:13](=[O:14])[NH:15][CH2:16][CH:17]=[CH2:18])[CH2:3][N:4]([C:6]([O:7][C:8]([CH3:9])([CH3:10])[CH3:11])=[O:12])[CH2:5]1>>[ClH:19].[OH:1][C:2]1([C:13](=[O:14])[NH:15][CH2:16][CH:17]=[CH2:18])[CH2:3][NH:4][CH2:5]1. Starting materials: CO, Cl, C1COCCO1, C=CCNC(=O)C1(O)CN(C(=O)OC(C)(C)C)C1. Yields the product Cl, C=CCNC(=O)C1(O)CNC1.